From a dataset of the Open Reaction Database (ORD), a public repository of structured organic reaction records. describe an organic reaction: reactants, conditions, products, and yield Reactants: N[C@H]([C@@H](C(=O)NC1CC1)O)CC ((2S,3S)-3-amino-N-cyclopropyl-2-hydroxypentanamide), C1(=CC=CC2=CC=CC=C12)CCN (2-(naphthalen-1-yl)ethanamine). Product: N[C@H]([C@@H](C(=O)NCCC1=CC=CC2=CC=CC=C12)O)CC ((2S,3S)-3-Amino-2-hydroxy-N-(2-(naphthalen-1-yl)ethyl)pentanamide). RXN SMILES: [NH2:1][C@@H:2]([CH2:11][CH3:12])[C@H:3]([OH:10])[C:4](NC1CC1)=[O:5].[C:13]1([CH2:23][CH2:24][NH2:25])[C:22]2[C:17](=[CH:18][CH:19]=[CH:20][CH:21]=2)[CH:16]=[CH:15][CH:14]=1>>[NH2:1][C@@H:2]([CH2:11][CH3:12])[C@H:3]([OH:10])[C:4]([NH:25][CH2:24][CH2:23][C:13]1[C:22]2[C:17](=[CH:18][CH:19]=[CH:20][CH:21]=2)[CH:16]=[CH:15][CH:14]=1)=[O:5]. Procedure: The title compound was prepared in analogy to (2S,3S)-3-amino-N-cyclopropyl-2-hydroxypentanamide, Representative Procedure B, using 2-(naphthalen-1-yl)ethanamine in the seventh step (step B7). Reported procedure: Reaction of Intermediate 26 with 3-(2-hydroxyethoxy)-4-methylbenzaldehyde affords the title compound. RXN SMILES: [NH:1]1[C:9]2[C:4](=[CH:5][C:6]([NH:10][C:11]34[CH2:18][CH2:17][CH:14]([CH2:15][CH2:16]3)[NH:13][CH2:12]4)=[CH:7][CH:8]=2)[CH:3]=[N:2]1.[OH:19][CH2:20][CH2:21][O:22][C:23]1[CH:24]=[C:25]([CH:28]=[CH:29][C:30]=1[CH3:31])[CH:26]=O>>[NH:1]1[C:9]2[C:4](=[CH:5][C:6]([NH:10][C:11]34[CH2:16][CH2:15][CH:14]([CH2:17][CH2:18]3)[N:13]([CH2:26][C:25]3[CH:28]=[CH:29][C:30]([CH3:31])=[C:23]([CH:24]=3)[O:22][CH2:21][CH2:20][OH:19])[CH2:12]4)=[CH:7][CH:8]=2)[CH:3]=[N:2]1. Yields the product N1N=CC2=CC(=CC=C12)NC12CN(C(CC1)CC2)CC=2C=CC(=C(OCCO)C2)C (2-(5-((4-((1H-indazol-5-yl)amino)-2-azabicyclo[2.2.2]octan-2-yl)methyl)-2-methylphenoxy)ethanol). Reactants: N1N=CC2=CC(=CC=C12)NC12CNC(CC1)CC2 (N-(1H-indazol-5-yl)-2-azabicyclo[2.2.2]octan-4-amine), OCCOC=1C=C(C=O)C=CC1C (3-(2-hydroxyethoxy)-4-methylbenzaldehyde). Reactants: OC1(CCC2(OCC(CO2)(C)C)CC1)CC=O ((9-hydroxy-3,3-dimethyl-1,5-dioxa-spiro[5.5]undec-9-yl)-acetaldehyde), [C@@H]1(CCC2=CC=CC=C12)N ((S)-indan-1-ylamine), Intermediate 2. Product: [C@@H]1(CCC2=CC=CC=C12)NCCC1(CCC2(OCC(CO2)(C)C)CC1)O (9-{2-[(S)-Indan-1-ylamino]-ethyl}-3,3-dimethyl-1,5-dioxa-spiro[5.5]undecan-9-ol). Yield: 26.0%. As a reaction SMILES: [OH:1][C:2]1([CH2:15][CH:16]=O)[CH2:14][CH2:13][C:5]2([O:10][CH2:9][C:8]([CH3:12])([CH3:11])[CH2:7][O:6]2)[CH2:4][CH2:3]1.[C@@H:18]1([NH2:27])[C:26]2[C:21](=[CH:22][CH:23]=[CH:24][CH:25]=2)[CH2:20][CH2:19]1>>[C@@H:18]1([NH:27][CH2:16][CH2:15][C:2]2([OH:1])[CH2:3][CH2:4][C:5]3([O:10][CH2:9][C:8]([CH3:12])([CH3:11])[CH2:7][O:6]3)[CH2:13][CH2:14]2)[C:26]2[C:21](=[CH:22][CH:23]=[CH:24][CH:25]=2)[CH2:20][CH2:19]1. Procedure details: The title compound is prepared from (9-hydroxy-3,3-dimethyl-1,5-dioxa-spiro[5.5]undec-9-yl)-acetaldehyde and (S)-indan-1-ylamine following a procedure analogous to that described in Step 3 of Intermediate 2. Yield: 26% of theory; LC (method 6): tR=1.11 min; Mass spectrum (ESI+): m/z=360 [M+H]+. Product: COC(C1=CC(=C(C(=C1)Cl)OCC1CC1)Cl)=O (3,5-Dichloro-4-Cyclopropylmethoxy-benzoic acid methyl ester). As a reaction SMILES: [CH2:1]([O:3][C:4](=[O:14])[C:5]1[CH:10]=[C:9]([Cl:11])[C:8]([OH:12])=[C:7]([Cl:13])[CH:6]=1)C.[Na+].[I-].C([O-])([O-])=O.[K+].[K+].Br[CH2:24][CH:25]1[CH2:27][CH2:26]1>CC(C)=O>[CH3:1][O:3][C:4](=[O:14])[C:5]1[CH:10]=[C:9]([Cl:11])[C:8]([O:12][CH2:24][CH:25]2[CH2:27][CH2:26]2)=[C:7]([Cl:13])[CH:6]=1 |f:1.2,3.4.5|. Yield: 86.9%. The reactants are BrCC1CC1 ((Bromomethyl)cyclopropane), [Na+].[I-] (NaI), C(=O)([O-])[O-].[K+].[K+] (K2CO3), C(C)OC(C1=CC(=C(C(=C1)Cl)O)Cl)=O (3,5-Dichloro-4-hydroxy-benzoic acid ethyl ester). Solvent: CC(=O)C (acetone). Procedure details: 3,5-Dichloro-4-hydroxy-benzoic acid ethyl ester (1.0 g, 4.5 mmol, 1.0 eq) was dissolved in acetone (14 mL), NaI (0.5 eq) and K2CO3 (0.98 g, 9.0 mmol, 2.0 eq) were added ad the mixture was stirred at room temperature for 30 min. (Bromomethyl)cyclopropane (0.39 mL, 4.1 mmol, 0.9 eq) was added, and the mixture was refluxed for 2 days. The solvent was concentrated under reduced pressure, NaOH 10% was added, and it was extracted with DCM and dried. The title product (0.98 g, yield 79%) was recovered ... The reactants are C1=CC=CC=2C3=CC=CC=C3CC12 (fluorene), [Cl-].[Al+3].[Cl-].[Cl-] (aluminum chloride), resultant mixture, ice, Cl (hydrochloric acid), C(CCCCCCC)(=O)Cl (octanoylchloride). Run in C(=S)=S (carbon disulfide), C(C)(=O)OCC (ethyl acetate). Conditions: time 50 minute. Product: C(CCCCCCC)(=O)C1=CC=2CC3=CC=CC=C3C2C=C1 (2-octanoylfluorene). RXN SMILES: [CH:1]1[C:13]2[CH2:12][C:11]3[C:6](=[CH:7][CH:8]=[CH:9][CH:10]=3)[C:5]=2[CH:4]=[CH:3][CH:2]=1.[Cl-].[Al+3].[Cl-].[Cl-].[C:18](Cl)(=[O:26])[CH2:19][CH2:20][CH2:21][CH2:22][CH2:23][CH2:24][CH3:25].Cl>C(=S)=S.C(OCC)(=O)C>[C:18]([C:9]1[CH:8]=[CH:7][C:6]2[C:5]3[C:13](=[CH:1][CH:2]=[CH:3][CH:4]=3)[CH2:12][C:11]=2[CH:10]=1)(=[O:26])[CH2:19][CH2:20][CH2:21][CH2:22][CH2:23][CH2:24][CH3:25] |f:1.2.3.4|. Procedure details: To a solution of 10.00 g (60.2 mM) of fluorene in 100 ml of dry carbon disulfide, 9.40 g (70.5 mM) of anhydrous aluminum chloride was added while being cooled on an ice-common salt bath. Under cooling on the bath, 10.3 ml (60.3 mM) of octanoylchloride was gradually added dropwise to the mixture at -2.5° to 1° C., followed by stirring for 2 hours and 50 minutes without cooling on the bath. After the reaction, the reaction mixture was poured into a mixture of 150 g of ice and 50 ml of hydrochloric... Reactants: CCCCCCC(C)=O, Cl, NO, c1ccncc1. Yields the product CCCCCCC(C)=NO. RXN SMILES: [CH3:1][C:2]([CH2:3][CH2:4][CH2:5][CH2:6][CH2:7][CH3:8])=[O:9].[ClH:10].[NH2:11][OH:12].[cH:13]1[cH:14][cH:15][n:16][cH:17][cH:18]1>>[CH3:1][C:2]([CH2:3][CH2:4][CH2:5][CH2:6][CH2:7][CH3:8])=[N:11][OH:12]. Reactants: CCNc1ccc(C(=O)OCC)cc1, O=C(O)c1sccc1OCc1ccccc1, [Cl-]. Yields the product CCOC(=O)c1ccc(N(CC)C(=O)c2sccc2OCc2ccccc2)cc1. Reaction SMILES: [CH2:18]([CH3:19])[NH:20][c:21]1[cH:22][cH:23][c:24]([C:25](=[O:26])[O:27][CH2:28][CH3:29])[cH:30][cH:31]1.[CH2:1]([c:2]1[cH:3][cH:4][cH:5][cH:6][cH:7]1)[O:8][c:9]1[c:10]([C:14](=[O:15])[OH:16])[s:11][cH:12][cH:13]1.[Cl-:17]>>[CH2:1]([c:2]1[cH:3][cH:4][cH:5][cH:6][cH:7]1)[O:8][c:9]1[c:10]([C:14](=[O:16])[N:20]([CH2:18][CH3:19])[c:21]2[cH:22][cH:23][c:24]([C:25](=[O:26])[O:27][CH2:28][CH3:29])[cH:30][cH:31]2)[s:11][cH:12][cH:13]1.